This data is from the Open Reaction Database (ORD), a public repository of structured organic reaction records. The task is: describe an organic reaction: reactants, conditions, products, and yield Reactants: ClC=1C=CC(=C(C(=O)N[C@@H]2[C@H](CCC2)NC2=NC=C(C=C2)C(F)(F)F)C1)N1N=CC=N1 (5-Chloro-2-(2H-1,2,3-triazol-2-yl)-N-[(1S,2S)-2-{[5-(trifluoromethyl)pyridin-2-yl]amino}cyclopentyl]benzamide), FC=1C(=C(C(=O)O)C=C(C1)F)N1N=CC=N1 (3,5-difluoro-2-(2H-1,2,3-triazol-2-yl)benzoic acid), FC=1C(=C(C(=O)O)C=C(C1)F)N1N=CC=N1 (3,5-difluoro-2-(2H-1,2,3-triazol-2-yl)benzoic acid), Cl.FC(C=1C=CC(=NC1)N[C@@H]1[C@H](CCC1)N)(F)F ((1S,2S)-1-N-[5-(trifluoromethyl)pyridin-2-yl]cyclopentane-1,2-diamine hydrochloride), Cl.FC(C=1C=CC(=NC1)N[C@@H]1[C@H](CCC1)N)(F)F ((1S,2S)-1-N-[5-(trifluoromethyl)pyridin-2-yl]cyclopentane-1,2-diamine hydrochloride). Yields the product FC=1C(=C(C(=O)N[C@@H]2[C@H](CCC2)NC2=NC=C(C=C2)C(F)(F)F)C=C(C1)F)N1N=CC=N1 (3,5-Difluoro-2-(2H-1,2,3-triazol-2-yl)-N-[(1S,2S)-2-{[5-(trifluoromethyl)pyridin-2-yl]amino}cyclopentyl]benzamide). As a reaction SMILES: ClC1C=CC(N2N=CC=N2)=C(C=1)C(N[C@H]1CCC[C@@H]1NC1C=CC(C(F)(F)F)=CN=1)=O.Cl.[F:33][C:34]([F:49])([F:48])[C:35]1[CH:36]=[CH:37][C:38]([NH:41][C@H:42]2[CH2:46][CH2:45][CH2:44][C@@H:43]2[NH2:47])=[N:39][CH:40]=1.[F:50][C:51]1[C:52]([N:61]2[N:65]=[CH:64][CH:63]=[N:62]2)=[C:53]([CH:57]=[C:58]([F:60])[CH:59]=1)[C:54](O)=[O:55]>>[F:50][C:51]1[C:52]([N:61]2[N:65]=[CH:64][CH:63]=[N:62]2)=[C:53]([CH:57]=[C:58]([F:60])[CH:59]=1)[C:54]([NH:47][C@H:43]1[CH2:44][CH2:45][CH2:46][C@@H:42]1[NH:41][C:38]1[CH:37]=[CH:36][C:35]([C:34]([F:33])([F:48])[F:49])=[CH:40][N:39]=1)=[O:55] |f:1.2|. Procedure details: Prepared according to the procedure for 5-chloro-2-(2H-1,2,3-triazol-2-yl)-N-[(1S,2S)-2-{[5-(trifluoromethyl)pyridin-2-yl]amino}cyclopentyl]benzamide (Example 97) from (1S,2S)-1-N-[5-(trifluoromethyl)pyridin-2-yl]cyclopentane-1,2-diamine hydrochloride (Intermediate 1; 50 mg, 0.20 mmol) and 3,5-difluoro-2-(2H-1,2,3-triazol-2-yl)benzoic acid (Intermediate 40a; 46 mg, 0.20 mmol) except this was purified by column chromatography (silica, 0-30% ethyl acetate/n-hexane) to afford the title compound. Reactants: ClC1=CC=C(N=N1)CC=1C=C(C(=O)OC)C=CC1OC (methyl 3-[(6-chloropyridazin-3-yl)methyl]-4-methoxybenzoate), [Li+].C[Si](C)(C)[N-][Si](C)(C)C (LHMDS), C[Si](C#CC(=O)OCC)(C)C (ethyl 3-(trimethylsilyl)propynoate). The solvent is C1CCOC1 (THF). Conditions: temperature 0 celsius, time 0.5 hour. Product: ClC1=CC=C(N=N1)C(C(C#C[Si](C)(C)C)=O)C=1C=C(C(=O)OC)C=CC1OC (methyl 3-[1-(6-chloropyridazin-3-yl)-2-oxo-4-(trimethylsilyl)but-3-yn-1-yl]-4-methoxybenzoate). RXN SMILES: [Cl:1][C:2]1[N:7]=[N:6][C:5]([CH2:8][C:9]2[CH:10]=[C:11]([CH:16]=[CH:17][C:18]=2[O:19][CH3:20])[C:12]([O:14][CH3:15])=[O:13])=[CH:4][CH:3]=1.[Li+].C[Si]([N-][Si](C)(C)C)(C)C.[CH3:31][Si:32]([CH3:41])([CH3:40])[C:33]#[C:34][C:35](OCC)=[O:36]>C1COCC1>[Cl:1][C:2]1[N:7]=[N:6][C:5]([CH:8]([C:9]2[CH:10]=[C:11]([CH:16]=[CH:17][C:18]=2[O:19][CH3:20])[C:12]([O:14][CH3:15])=[O:13])[C:35](=[O:36])[C:34]#[C:33][Si:32]([CH3:41])([CH3:40])[CH3:31])=[CH:4][CH:3]=1 |f:1.2|. Procedure details: To a solution of methyl 3-[(6-chloropyridazin-3-yl)methyl]-4-methoxybenzoate (10.03 g, 34.2 mmol) in THF (400 mL) was added LHMDS (100 mL, 1M solution in THF) and ethyl 3-(trimethylsilyl)propynoate (6.66 mL, 35.5 mmol) at −78° C. The reaction was warmed to 0° C. and stirred for 0.5 hr until the reaction was complete by LCMS analysis. The reaction was quenched with aqueous NH4Cl and extracted with ethyl acetate. The combined organic layers were washed with 0.5 N HCl, brine, dried over MgSO4, and ...